From a dataset of the Open Reaction Database (ORD), a public repository of structured organic reaction records. describe an organic reaction: reactants, conditions, products, and yield Starting materials: BrCC1=CC=CC2=CC=CC=C12 (bromomethylnaphthalene), C(C)(C)NC(C)C (Diisopropylamine), C(CCC)[Li] (n-Butyllithium), BrC1=C(O[C@@H](C(=O)OC(C)(C)C)C)C(=CC(=C1)C1=C2C=CC=CC2=C(C2=C1C1=C(S2)C=CC=C1)Br)Br ((R)-2-[2,6-dibromo-4-(6-bromo-benzo [b]naphtho[2,3-d]thiophen-11-yl)-phenoxy]-propionic acid, tert-butyl ester). Solvent: O1CCCC1 (tetrahydrofuran), O1CCCC1 (tetrahydrofuran), CN(P(=O)(N(C)C)N(C)C)C (Hexamethylphosphoramide). Reaction conditions: temperature -74 celsius, time 1 hour. The product is C(C)(C)(C)OC(C(CC1=CC2=CC=CC=C2C=C1)OC1=C(C=C(C=C1Br)C1=C2C=CC=CC2=C(C2=C1C1=C(S2)C=CC=C1)Br)Br)=O (2,6-Dibromo-4-(6-bromo-benzo[b]naphtho[2,3-d]thiophen-11-yl)-phenoxyl-3-napthalen-2-yl-propionic acid tert-butyl ester). Isolated yield 23.1%. RXN SMILES: C(NC(C)C)(C)C.C([Li])CCC.[Br:13][C:14]1[CH:29]=[C:28]([C:30]2[C:39]3[C:40]4[CH:46]=[CH:45][CH:44]=[CH:43][C:41]=4[S:42][C:38]=3[C:37]([Br:47])=[C:36]3[C:31]=2[CH:32]=[CH:33][CH:34]=[CH:35]3)[CH:27]=[C:26]([Br:48])[C:15]=1[O:16][C@H:17]([CH3:25])[C:18]([O:20][C:21]([CH3:24])([CH3:23])[CH3:22])=[O:19].BrC[C:51]1[C:60]2[C:55](=[CH:56][CH:57]=[CH:58][CH:59]=2)[CH:54]=[CH:53][CH:52]=1>O1CCCC1.CN(C)P(N(C)C)(N(C)C)=O>[C:21]([O:20][C:18](=[O:19])[CH:17]([O:16][C:15]1[C:26]([Br:48])=[CH:27][C:28]([C:30]2[C:39]3[C:40]4[CH:46]=[CH:45][CH:44]=[CH:43][C:41]=4[S:42][C:38]=3[C:37]([Br:47])=[C:36]3[C:31]=2[CH:32]=[CH:33][CH:34]=[CH:35]3)=[CH:29][C:14]=1[Br:13])[CH2:25][C:53]1[CH:52]=[CH:51][C:60]2[C:55](=[CH:56][CH:57]=[CH:58][CH:59]=2)[CH:54]=1)([CH3:24])([CH3:23])[CH3:22]. Reported procedure: Diisopropylamine (distilled over CaH2, 0.233 mL, 1.78 mmol) was added to anhydrous tetrahydrofuran (0.91 mL) and cooled to -74° C. under a dry argon atmosphere. n-Butyllithium (2.5 M in hexane, 0.71 mL, 1.78 mmole) was added dropwise and the mixture was warmed to 0° C. for ca. 20 minutes then recooled to -75° C. Hexamethylphosphoramide (2 mL) was added followed 10 minutes later by the slow (0.5 hour) dropwise addition of a solution of (R)-2-[2,6-dibromo-4-(6-bromo-benzo [b]naphtho[2,3-d]thiophen... Starting materials: C([O-])([O-])=O.[Na+].[Na+] (sodium carbonate), ClC1=CC=C(C=C1)S(=O)(=O)Cl (4-Chlorobenzenesulfonyl chloride), FC(OC1=CC2=C(NC(=N2)S(=O)CC2=NC=CC(=C2OC)OC)C=C1)F (5-Difluoromethoxy-2-[(3,4-dimethoxy-2-pyridyl)methylsulfinyl]-1H-benzimidazole), [Na] (sodium). The solvent is ClCCl (dichloromethane). Run at temperature 4 celsius, time 8 hour. Product: ClC1=CC=C(C=C1)S(=O)(=O)N1C(=NC2=C1C=CC(=C2)OC(F)F)S(=O)CC2=NC=CC(=C2OC)OC (1-(4-chlorobenzenesulfonyl)-5-difluoromethoxy-2-[(3,4-dimethoxy-2-pyridyl)methylsulfinyl]-1H-benzimidazole), ClC1=CC=C(C=C1)S(=O)(=O)N1C(=NC2=C1C=C(C=C2)OC(F)F)S(=O)CC2=NC=CC(=C2OC)OC (1-(4-chlorobenzenesulfonyl)-6-difluoromethoxy-2-[(3,4-dimethoxy-2-pyridyl)methylsulfinyl]-1H-benzimidazole). As a reaction SMILES: [F:1][CH:2]([F:26])[O:3][C:4]1[CH:25]=[CH:24][C:7]2[NH:8][C:9]([S:11]([CH2:13][C:14]3[C:19]([O:20][CH3:21])=[C:18]([O:22][CH3:23])[CH:17]=[CH:16][N:15]=3)=[O:12])=[N:10][C:6]=2[CH:5]=1.[Na].C(=O)([O-])[O-].[Na+].[Na+].[Cl:34][C:35]1[CH:40]=[CH:39][C:38]([S:41](Cl)(=[O:43])=[O:42])=[CH:37][CH:36]=1>ClCCl>[Cl:34][C:35]1[CH:40]=[CH:39][C:38]([S:41]([N:8]2[C:7]3[CH:24]=[CH:25][C:4]([O:3][CH:2]([F:1])[F:26])=[CH:5][C:6]=3[N:10]=[C:9]2[S:11]([CH2:13][C:14]2[C:19]([O:20][CH3:21])=[C:18]([O:22][CH3:23])[CH:17]=[CH:16][N:15]=2)=[O:12])(=[O:43])=[O:42])=[CH:37][CH:36]=1.[Cl:34][C:35]1[CH:40]=[CH:39][C:38]([S:41]([N:10]2[C:6]3[CH:5]=[C:4]([O:3][CH:2]([F:1])[F:26])[CH:25]=[CH:24][C:7]=3[N:8]=[C:9]2[S:11]([CH2:13][C:14]2[C:19]([O:20][CH3:21])=[C:18]([O:22][CH3:23])[CH:17]=[CH:16][N:15]=2)=[O:12])(=[O:43])=[O:42])=[CH:37][CH:36]=1 |f:2.3.4,^1:26|. Procedure: 5-Difluoromethoxy-2-[(3,4-dimethoxy-2-pyridyl)methylsulfinyl]-1H-benzimidazole, sodium salt sesquihydrate (432 mg, 1 mmole) was suspended in 30 ml of dichloromethane in the presence of anhydrous sodium carbonate (100 mg). 4-Chlorobenzenesulfonyl chloride (211 mg, 1 mmole) was added to the suspension and stirred at 4° C. overnight. The organic layer was separated by filtration and concentrated under reduced pressure. The residual solid was crystallized from dichloromethane-ethyl ether-heptane. 41... Reactants: CC(=O)O, [NH4+], O=[N+]([O-])[O-], O, NC(=O)NC1CCCc2sccc21. Product: NC(=O)NC1CCC(=O)c2sccc21. As a reaction SMILES: [CH3:14][C:15]([OH:16])=[O:17].[NH4+:18].[O-:19][N+:20](=[O:21])[O-:22].[OH2:23].[s:1]1[c:2]2[c:3]([cH:4][cH:5]1)[CH:6]([NH:10][C:11](=[O:12])[NH2:13])[CH2:7][CH2:8][CH2:9]2>>[s:1]1[c:2]2[c:3]([cH:4][cH:5]1)[CH:6]([NH:10][C:11](=[O:12])[NH2:13])[CH2:7][CH2:8][C:9]2=[O:16]. The reactants are CCS(=O)(=O)c1ccc(O)cc1N, FC(F)(F)c1cc(Cl)nc(-c2cnccn2)n1. As a reaction SMILES: [CH2:18]([CH3:19])[S:20](=[O:21])(=[O:22])[c:23]1[c:24]([NH2:25])[cH:26][c:27]([OH:30])[cH:28][cH:29]1.[Cl:1][c:2]1[n:3][c:4](-[c:12]2[n:13][cH:14][cH:15][n:16][cH:17]2)[n:5][c:6]([C:8]([F:9])([F:10])[F:11])[cH:7]1>>[c:2]1([NH:25][c:24]2[c:23]([S:20]([CH2:18][CH3:19])(=[O:21])=[O:22])[cH:29][cH:28][c:27]([OH:30])[cH:26]2)[n:3][c:4](-[c:12]2[n:13][cH:14][cH:15][n:16][cH:17]2)[n:5][c:6]([C:8]([F:9])([F:10])[F:11])[cH:7]1. Product: CCS(=O)(=O)c1ccc(O)cc1Nc1cc(C(F)(F)F)nc(-c2cnccn2)n1. Reactants: BrC1=CN(C=2N=CN=C(C21)C2=CC(=CC=C2)[N+](=O)[O-])COCC[Si](C)(C)C (5-bromo-4-(3-nitrophenyl)-7-((2-(trimethylsilyl)ethoxy)methyl)-7H-pyrrolo[2,3-d]pyrimidine), O1CCC(=CC1)B1OC(C(O1)(C)C)(C)C (2-(3,6-dihydro-2H-pyran-4-yl)-4,4,5,5-tetramethyl-1,3,2-dioxaborolane), C([O-])([O-])=O.[Na+].[Na+] (sodium carbonate). Reagents/catalysts: C=1C=CC(=CC1)[P](C=2C=CC=CC2)(C=3C=CC=CC3)[Pd]([P](C=4C=CC=CC4)(C=5C=CC=CC5)C=6C=CC=CC6)([P](C=7C=CC=CC7)(C=8C=CC=CC8)C=9C=CC=CC9)[P](C=1C=CC=CC1)(C=1C=CC=CC1)C=1C=CC=CC1 (Pd(PPh3)4). The solvent is C1(=CC=CC=C1)C.CCO.O (toluene EtOH H2O). Run at temperature 80 celsius, time 12 hour. The product is O1CCC(=CC1)C1=CN(C=2N=CN=C(C21)C2=CC(=CC=C2)[N+](=O)[O-])COCC[Si](C)(C)C (5-(3,6-dihydro-2H-pyran-4-yl)-4-(3-nitrophenyl)-7-((2-(trimethylsilyl)ethoxy)methyl)-7H-pyrrolo[2,3-d]pyrimidine). Reaction SMILES: Br[C:2]1[C:10]2[C:9]([C:11]3[CH:16]=[CH:15][CH:14]=[C:13]([N+:17]([O-:19])=[O:18])[CH:12]=3)=[N:8][CH:7]=[N:6][C:5]=2[N:4]([CH2:20][O:21][CH2:22][CH2:23][Si:24]([CH3:27])([CH3:26])[CH3:25])[CH:3]=1.[O:28]1[CH2:33][CH:32]=[C:31](B2OC(C)(C)C(C)(C)O2)[CH2:30][CH2:29]1.C(=O)([O-])[O-].[Na+].[Na+]>C1(C)C=CC=CC=1.CCO.O.C1C=CC([P]([Pd]([P](C2C=CC=CC=2)(C2C=CC=CC=2)C2C=CC=CC=2)([P](C2C=CC=CC=2)(C2C=CC=CC=2)C2C=CC=CC=2)[P](C2C=CC=CC=2)(C2C=CC=CC=2)C2C=CC=CC=2)(C2C=CC=CC=2)C2C=CC=CC=2)=CC=1>[O:28]1[CH2:29][CH:30]=[C:31]([C:2]2[C:10]3[C:9]([C:11]4[CH:16]=[CH:15][CH:14]=[C:13]([N+:17]([O-:19])=[O:18])[CH:12]=4)=[N:8][CH:7]=[N:6][C:5]=3[N:4]([CH2:20][O:21][CH2:22][CH2:23][Si:24]([CH3:27])([CH3:26])[CH3:25])[CH:3]=2)[CH2:32][CH2:33]1 |f:2.3.4,5.6.7,^1:63,65,84,103|. Procedure details: To a solution of 5-bromo-4-(3-nitrophenyl)-7-((2-(trimethylsilyl)ethoxy)methyl)-7H-pyrrolo[2,3-d]pyrimidine (1.00 g, 2.23 mmol) in toluene/EtOH/H2O (4:2:1, 14 mL), was added 2-(3,6-dihydro-2H-pyran-4-yl)-4,4,5,5-tetramethyl-1,3,2-dioxaborolane (0.70 g, 3.3 mmol), sodium carbonate (0.70 g, 6.7 mmol) and Pd(PPh3)4 (0.13 g, 0.11 mmol). The resulting solution was stirred for 12 hours at 80° C., cooled, and quenched by the addition of water (50 mL). The resulting solution was extracted with ethyl ace... The reactants are N[C@H]1CN(CC1)C1=CC=C(C(=O)NC=2C=C(C=CC2NC(OC(C)(C)C)=O)C2=CC=C(C=C2)F)C=C1 ((R)-tert-Butyl 3-(4-(3-aminopyrrolidin-1-yl)benzamido)-4′-fluorobiphenyl-4-ylcarbamate), C(C)(=O)OC(C)=O (acetic anhydride). The solvent is N1=CC=CC=C1 (pyridine). Run at time 19 hour. Yields the product C(C)(=O)N[C@H]1CN(CC1)C1=CC=C(C(=O)NC=2C=C(C=CC2NC(OC(C)(C)C)=O)C2=CC=C(C=C2)F)C=C1 ((R)-tert-Butyl 3-(4-(3-acetamidopyrrolidin-1-yl)benzamido)-4′-fluorobiphenyl-4-ylcarbamate). The yield is 87.5%. RXN SMILES: [NH2:1][C@@H:2]1[CH2:6][CH2:5][N:4]([C:7]2[CH:36]=[CH:35][C:10]([C:11]([NH:13][C:14]3[CH:15]=[C:16]([C:28]4[CH:33]=[CH:32][C:31]([F:34])=[CH:30][CH:29]=4)[CH:17]=[CH:18][C:19]=3[NH:20][C:21](=[O:27])[O:22][C:23]([CH3:26])([CH3:25])[CH3:24])=[O:12])=[CH:9][CH:8]=2)[CH2:3]1.[C:37](OC(=O)C)(=[O:39])[CH3:38]>N1C=CC=CC=1>[C:37]([NH:1][C@@H:2]1[CH2:6][CH2:5][N:4]([C:7]2[CH:8]=[CH:9][C:10]([C:11]([NH:13][C:14]3[CH:15]=[C:16]([C:28]4[CH:29]=[CH:30][C:31]([F:34])=[CH:32][CH:33]=4)[CH:17]=[CH:18][C:19]=3[NH:20][C:21](=[O:27])[O:22][C:23]([CH3:26])([CH3:25])[CH3:24])=[O:12])=[CH:35][CH:36]=2)[CH2:3]1)(=[O:39])[CH3:38]. Procedure details: To a solution of 404 (0.295 g, 0.601 mmol) in pyridine (3.0 mL) under nitrogen was added acetic anhydride (1.59 mL, 16.84 mmol), and the mixture was stirred for 19 h at room temperature. The solvent was evaporated and the residue obtained was evaporated twice with toluene and triturated with a mixture of Et2O and hexanes. The solid was filtered, air-dried and then dried under vacuum to afford the title compound 407 as a light pink solid (280 mg, 85%).